This data is from the Open Reaction Database (ORD), a public repository of structured organic reaction records. The task is: describe an organic reaction: reactants, conditions, products, and yield Reactants: solid, Cl.Cl.Cl.O1COC2=C1C=CC=C2N2CCN(CC2)CC[C@@H]2CC[C@H](CC2)N (Trans-4-[2-(4-Benzo[1,3]dioxol-4-yl-piperazin-1-yl)-ethyl]-cyclohexylamine trihydrochloride), Cl.Cl.Cl.O1COC2=C1C=CC=C2N2CCN(CC2)CC[C@@H]2CC[C@H](CC2)N (Trans-4-[2-(4-Benzo[1,3]dioxol-4-yl-piperazin-1-yl)-ethyl]-cyclohexylamine trihydrochloride), C(C1=CC=CC=C1)(=O)O (benzoic acid). Yields the product O1COC2=C1C=CC=C2N2CCN(CC2)CC[C@@H]2CC[C@H](CC2)NC(C2=CC=CC=C2)=O (Trans-N-{4-[2-(4-Benzo[1,3]dioxol-4-yl-piperazin-1-yl)-ethyl]-cyclohexyl}-benzamide). As a reaction SMILES: Cl.Cl.Cl.[O:4]1[C:8]2[CH:9]=[CH:10][CH:11]=[C:12]([N:13]3[CH2:18][CH2:17][N:16]([CH2:19][CH2:20][C@H:21]4[CH2:26][CH2:25][C@H:24]([NH2:27])[CH2:23][CH2:22]4)[CH2:15][CH2:14]3)[C:7]=2[O:6][CH2:5]1.[C:28](O)(=[O:35])[C:29]1[CH:34]=[CH:33][CH:32]=[CH:31][CH:30]=1>>[O:4]1[C:8]2[CH:9]=[CH:10][CH:11]=[C:12]([N:13]3[CH2:18][CH2:17][N:16]([CH2:19][CH2:20][C@H:21]4[CH2:26][CH2:25][C@H:24]([NH:27][C:28](=[O:35])[C:29]5[CH:34]=[CH:33][CH:32]=[CH:31][CH:30]=5)[CH2:23][CH2:22]4)[CH2:15][CH2:14]3)[C:7]=2[O:6][CH2:5]1 |f:0.1.2.3|. Reported procedure: The title compound, white solid (17 mg, 72%), MS (ISP) m/z=436.3 [(M+H)+], was prepared in accordance with the general method of example 1 from Trans-4-[2-(4-Benzo[1,3]dioxol-4-yl-piperazin-1-yl)-ethyl]-cyclohexylamine hydrochloride (Intermediate A) (20 mg, 0.0543 mmol) and benzoic acid.